From a dataset of the Open Reaction Database (ORD), a public repository of structured organic reaction records. describe an organic reaction: reactants, conditions, products, and yield The reactants are CC(C)(C)OC(=O)C1CCC(C(=O)O)CN1C(=O)OC(C)(C)C, C1CCOC1, CCOC(C)=O. The product is CCOC(=O)CC(=O)C1CCC(C(=O)OC(C)(C)C)N(C(=O)OC(C)(C)C)C1. As a reaction SMILES: [C:1]([CH3:2])([CH3:3])([CH3:4])[O:5][C:6](=[O:7])[N:8]1[CH2:9][CH:10]([C:21](=[O:22])[OH:23])[CH2:11][CH2:12][CH:13]1[C:14](=[O:15])[O:16][C:17]([CH3:18])([CH3:19])[CH3:20].[CH2:30]1[O:31][CH2:32][CH2:33][CH2:34]1.[CH3:24][CH2:25][O:26][C:27]([CH3:28])=[O:29]>>[C:1]([CH3:2])([CH3:3])([CH3:4])[O:5][C:6](=[O:7])[N:8]1[CH2:9][CH:10]([C:21](=[O:22])[CH2:28][C:27]([O:26][CH2:25][CH3:24])=[O:29])[CH2:11][CH2:12][CH:13]1[C:14](=[O:15])[O:16][C:17]([CH3:18])([CH3:19])[CH3:20]. Reactants: CC(C)N=C=O, CCOC(C)=O, Cl[Cu], CN(CCN1CCOCC1)c1noc2cc(O)ccc12. Yields the product CC(C)NC(=O)Oc1ccc2c(N(C)CCN3CCOCC3)noc2c1. RXN SMILES: [CH3:21][CH:22]([CH3:23])[N:24]=[C:25]=[O:26].[CH3:27][CH2:28][O:29][C:30]([CH3:31])=[O:32].[Cu:33][Cl:34].[O:1]1[CH2:2][CH2:3][N:4]([CH2:7][CH2:8][N:9]([c:10]2[n:11][o:12][c:13]3[c:14]2[cH:15][cH:16][c:17]([OH:19])[cH:18]3)[CH3:20])[CH2:5][CH2:6]1>>[O:1]1[CH2:2][CH2:3][N:4]([CH2:7][CH2:8][N:9]([c:10]2[n:11][o:12][c:13]3[c:14]2[cH:15][cH:16][c:17]([O:19][C:25]([NH:24][CH:22]([CH3:21])[CH3:23])=[O:26])[cH:18]3)[CH3:20])[CH2:5][CH2:6]1.